describe an organic reaction: reactants, conditions, products, and yield From a dataset of the Open Reaction Database (ORD), a public repository of structured organic reaction records. Starting materials: COC1=NC(=NC(=C1)OC)SC(C(=O)O)C1CCCC1 (2-(4,6-dimethoxypyrimidin-2-yl)thio-2-cyclopentyl acetic acid), C(C)(C)N (isopropylamine). The solvent is CO (methanol). Conditions: time 1.5 hour. Yields the product COC1=NC(=NC(=C1)OC)SC(C(=O)[O-])C1CCCC1.C(C)(C)[NH3+] (isopropylammonium 2-(4,6-dimethoxypyrimidin-2-yl)thio-2-cyclopentyl acetate). Isolated yield 71.8%. Reaction SMILES: [CH3:1][O:2][C:3]1[CH:8]=[C:7]([O:9][CH3:10])[N:6]=[C:5]([S:11][CH:12]([CH:16]2[CH2:20][CH2:19][CH2:18][CH2:17]2)[C:13]([OH:15])=[O:14])[N:4]=1.[CH:21]([NH2:24])([CH3:23])[CH3:22]>CO>[CH3:10][O:9][C:7]1[CH:8]=[C:3]([O:2][CH3:1])[N:4]=[C:5]([S:11][CH:12]([CH:16]2[CH2:17][CH2:18][CH2:19][CH2:20]2)[C:13]([O-:15])=[O:14])[N:6]=1.[CH:21]([NH3+:24])([CH3:23])[CH3:22] |f:3.4|. Procedure: A mixture of 5.0 g of 2-(4,6-dimethoxypyrimidin-2-yl)thio-2-cyclopentyl acetic acid, 1.0 g of isopropylamine and 80 ml of methanol was stirred at room temperature for 1.5 hours. Methanol was removed by distillation under reduced pressure. Isopropyl ether was added to the residue, and the mixture was stirred at room temperature for 0.5 hour. Formed crystals were collected by filtration, washed with n-hexane and then dried to obtain 4.3 g of the desired product. Starting materials: C1(O)=CC(O)=CC=C1 (resorcinol), C(C)(=O)OCCC(C)CCC=C(C)C (citronellyl acetate), C1(=CC=C(C=C1)S(=O)(=O)O)C (p-toluene sulphonic acid). Run in CCOCC (ether). Product: C(C)(=O)OCCC(CCCC(C)(C)C1=C(C=C(C=C1)O)O)C (7-(2',4'-dihydroxyphenyl)-3,7-dimethyloct-1-yl acetate). RXN SMILES: [C:1]1([CH:8]=[CH:7][CH:6]=[C:4]([OH:5])[CH:3]=1)[OH:2].[C:9]([O:12][CH2:13][CH2:14][CH:15]([CH2:17][CH2:18][CH:19]=[C:20]([CH3:22])[CH3:21])[CH3:16])(=[O:11])[CH3:10].C1(C)C=CC(S(O)(=O)=O)=CC=1>CCOCC>[C:9]([O:12][CH2:13][CH2:14][CH:15]([CH3:16])[CH2:17][CH2:18][CH2:19][C:20]([C:6]1[CH:7]=[CH:8][C:1]([OH:2])=[CH:3][C:4]=1[OH:5])([CH3:22])[CH3:21])(=[O:11])[CH3:10]. Reported procedure: 11.0 Parts of resorcinol, 10.0 parts of citronellyl acetate and 0.5 parts of p-toluene sulphonic acid are heated at 115° C. for 45 hours. The reaction mixture is then taken up in ether, washed with sodium bicarbonate solution, water, and evaporated. The residual oil is distilled and yields 3.9 parts of 7-(2',4'-dihydroxyphenyl)-3,7-dimethyloct-1-yl acetate b0.2 215° C. with the following percentage composition by weight: Starting materials: Cc1cccc(N2CCCC2CN2C(=O)c3ccccc3C2=O)c1, CCO, NN, O. The product is Cc1cccc(N2CCCC2CN)c1. RXN SMILES: [CH3:1][c:2]1[cH:3][c:4]([N:8]2[CH:9]([CH2:13][N:14]3[C:15](=[O:16])[c:17]4[c:18]([cH:19][cH:20][cH:21][cH:22]4)[C:23]3=[O:24])[CH2:10][CH2:11][CH2:12]2)[cH:5][cH:6][cH:7]1.[CH3:25][CH2:26][OH:27].[NH2:29][NH2:30].[OH2:28]>>[CH3:1][c:2]1[cH:3][c:4]([N:8]2[CH:9]([CH2:13][NH2:14])[CH2:10][CH2:11][CH2:12]2)[cH:5][cH:6][cH:7]1. Reported procedure: 5.5 g of boron trifuloride/acetic acid complex was cooled with ice and a benzene solution of 2 g of 4-phenylcyclohexanone and 2.35 g of acetic anhydride was added thereto dropwise. After stirring under ice cooling for 30 min and then at room temperature for four hours, 10 ml of a saturated aqueous solution of ammonium acetate was added thereto and the obtained reaction mixture was stirred at 80° C. for 1.5 hour and purified by extracting with ether to give 1.77 g of 2-acetyl-4phenylcyclohexanone... Isolated yield 71.3%. Reactants: [B] (boron), saturated aqueous solution, C(C)(=O)[O-].[NH4+] (ammonium acetate), C1(=CC=CC=C1)C1CCC(CC1)=O (4-phenylcyclohexanone), C(C)(=O)OC(C)=O (acetic anhydride). Reaction SMILES: [B].[C:2]1([CH:8]2[CH2:13][CH2:12][C:11](=[O:14])[CH2:10][CH2:9]2)[CH:7]=[CH:6][CH:5]=[CH:4][CH:3]=1.[C:15](OC(=O)C)(=[O:17])[CH3:16].C([O-])(=O)C.[NH4+]>C1C=CC=CC=1>[C:15]([CH:10]1[CH2:9][CH:8]([C:2]2[CH:7]=[CH:6][CH:5]=[CH:4][CH:3]=2)[CH2:13][CH2:12][C:11]1=[O:14])(=[O:17])[CH3:16] |f:3.4|. Run in C1=CC=CC=C1 (benzene). Reaction conditions: time 30 minute. The product is C(C)(=O)C1C(CCC(C1)C1=CC=CC=C1)=O (2-acetyl-4phenylcyclohexanone). Reaction SMILES: [CH:1]([NH:4][C:5]1[CH:10]=[CH:9][N:8]=[C:7]([C:11]2[C:19]3[C:14](=[CH:15][CH:16]=[C:17]([C:20]4[O:24][C:23]([NH:25]CC5C=CC(OC)=CC=5)=[N:22][N:21]=4)[CH:18]=3)[N:13]([S:35]([C:38]3[CH:44]=[CH:43][C:41]([CH3:42])=[CH:40][CH:39]=3)(=[O:37])=[O:36])[CH:12]=2)[N:6]=1)([CH3:3])[CH3:2]>C(O)(C(F)(F)F)=O>[CH:1]([NH:4][C:5]1[CH:10]=[CH:9][N:8]=[C:7]([C:11]2[C:19]3[C:14](=[CH:15][CH:16]=[C:17]([C:20]4[O:24][C:23]([NH2:25])=[N:22][N:21]=4)[CH:18]=3)[N:13]([S:35]([C:38]3[CH:39]=[CH:40][C:41]([CH3:42])=[CH:43][CH:44]=3)(=[O:36])=[O:37])[CH:12]=2)[N:6]=1)([CH3:3])[CH3:2]. Starting materials: C(C)(C)NC1=NC(=NC=C1)C1=CN(C2=CC=C(C=C12)C1=NN=C(O1)NCC1=CC=C(C=C1)OC)S(=O)(=O)C1=CC=C(C)C=C1 (5-(3-(4-(isopropylamino)pyrimidin-2-yl)-1-tosyl-1H-indol-5-yl)-N-(4-methoxybenzyl)-1,3,4-oxadiazol-2-amine). Solvent: C(=O)(C(F)(F)F)O (TFA). The product is C(C)(C)NC1=NC(=NC=C1)C1=CN(C2=CC=C(C=C12)C1=NN=C(O1)N)S(=O)(=O)C1=CC=C(C)C=C1 (5-(3-(4-(isopropylamino)pyrimidin-2-yl)-1-tosyl-1H-indol-5-yl)-1,3,4-oxadiazol-2-amine). Procedure: A solution of 5-(3-(4-(isopropylamino)pyrimidin-2-yl)-1-tosyl-1H-indol-5-yl)-N-(4-methoxybenzyl)-1,3,4-oxadiazol-2-amine (220 mg, 0.36 mmol) in TFA (1.1 mL) was heated at 100° C. in a microwave for 30 min. The mixture was cooled to RT and TFA was removed in vacuo. The residue was washed with Et2O to give the crude material (150 mg, 85%). MS (ESI, pos. ion) m/z: 489.7 (M+1). Isolated yield 85.1%. Reactants: C[N+]1([O-])CCOCC1, CON=C(C(=O)OC)c1ccccc1CBr, ClC(Cl)(Cl)Cl, O. Product: CON=C(C(=O)OC)c1ccccc1C=O. RXN SMILES: [CH3:18][N+:19]1([O-:20])[CH2:21][CH2:23][O:22][CH2:24][CH2:25]1.[CH3:1][O:2][N:3]=[C:4]([C:5](=[O:6])[O:7][CH3:8])[c:9]1[c:10]([CH2:15][Br:16])[cH:11][cH:12][cH:13][cH:14]1.[Cl:26][C:27]([Cl:28])([Cl:29])[Cl:30].[OH2:17]>>[CH3:1][O:2][N:3]=[C:4]([C:5](=[O:6])[O:7][CH3:8])[c:9]1[c:10]([CH:15]=[O:22])[cH:11][cH:12][cH:13][cH:14]1. The reactants are O=C(c1ccccc1)c1ccc2c(c1)S(=O)CN2, CC[SiH](CC)CC, O, O=C(O)C(F)(F)F. Yields the product O=S1CNc2ccc(Cc3ccccc3)cc21. As a reaction SMILES: [C:1]([c:2]1[cH:3][cH:4][cH:5][cH:6][cH:7]1)(=[O:8])[c:9]1[cH:10][c:11]2[c:12]([cH:17][cH:18]1)[NH:13][CH2:14][S:15]2=[O:16].[CH2:26]([SiH:27]([CH2:28][CH3:29])[CH2:30][CH3:31])[CH3:32].[OH2:33].[OH:19][C:20]([C:21]([F:22])([F:23])[F:24])=[O:25]>>[CH2:1]([c:2]1[cH:3][cH:4][cH:5][cH:6][cH:7]1)[c:9]1[cH:10][c:11]2[c:12]([cH:17][cH:18]1)[NH:13][CH2:14][S:15]2=[O:16]. Reactants: ClC1=CC=C(C(=O)N2CC(N(C3=C(C2)C=CC(=C3)OC)CC3=CC=C(C=C3)C(=O)N3CC=CC3)=O)C=C1 (4-(4-chlorobenzoyl)-1-[4-(2,5-dihydro-1H-pyrrol-1-ylcarbonyl)benzyl]-8-methoxy-1,3,4,5-tetrahydrobenzo[e][1,4]-diazepin-2-on), [Br-].[Br-].[Br-].B (borane tribromide). Solvent: ClCCl (dichloromethane), ClCCl (dichloromethane). Conditions: time 6 hour. Yields the product ClC1=CC=C(C(=O)N2CC(N(C3=C(C2)C=CC(=C3)O)CC3=CC=C(C=C3)C(=O)N3CC=CC3)=O)C=C1 (4-(4-chlorobenzoyl)-1-[4-(2,5-dihydro-1H-pyrrol-1-ylcarbonyl)benzyl]-8-hydroxy-1,3,4,5-tetrahydrobenzo[e][1,4]-diazepin-2-on). RXN SMILES: [Cl:1][C:2]1[CH:37]=[CH:36][C:5]([C:6]([N:8]2[CH2:14][C:13]3[CH:15]=[CH:16][C:17]([O:19]C)=[CH:18][C:12]=3[N:11]([CH2:21][C:22]3[CH:27]=[CH:26][C:25]([C:28]([N:30]4[CH2:34][CH:33]=[CH:32][CH2:31]4)=[O:29])=[CH:24][CH:23]=3)[C:10](=[O:35])[CH2:9]2)=[O:7])=[CH:4][CH:3]=1.[Br-].[Br-].[Br-].B>ClCCl>[Cl:1][C:2]1[CH:3]=[CH:4][C:5]([C:6]([N:8]2[CH2:14][C:13]3[CH:15]=[CH:16][C:17]([OH:19])=[CH:18][C:12]=3[N:11]([CH2:21][C:22]3[CH:27]=[CH:26][C:25]([C:28]([N:30]4[CH2:31][CH:32]=[CH:33][CH2:34]4)=[O:29])=[CH:24][CH:23]=3)[C:10](=[O:35])[CH2:9]2)=[O:7])=[CH:36][CH:37]=1 |f:1.2.3.4|. Reported procedure: 79 mg (0.15 mmol) of 4-(4-chlorobenzoyl)-1-[4-(2,5-dihydro-1H-pyrrol-1-ylcarbonyl)benzyl]-8-methoxy-1,3,4,5-tetrahydrobenzo[e][1,4]-diazepin-2-on was dissolved in 10 ml of dichloromethane. 1.0 ml of borane tribromide was added to the obtained solution, and they were stirred at room temperature for 6 hours. After the treatment with dichloromethane as the extracting solvent by an ordinary method, the obtained crude product was treated in the same manner as in step 3 in Example 1 to obtain the titl... The reactants are [N-]=[N+]=[N-].[Na+] (sodium azide), C(C)OC([C@H]1N(CC(C1)OS(=O)(=O)C)C(C)=O)=O (N-acetyl-4-mesyloxy-L-proline ethyl ester), ice water. Solvent: CN(C)C=O (DMF). The product is C(C)OC([C@H]1N(CC(C1)N=[N+]=[N-])C(C)=O)=O (N-acetyl-4-azido-L-proline ethyl ester). Yield: 99.1%. As a reaction SMILES: [N-:1]=[N+:2]=[N-:3].[Na+].[CH2:5]([O:7][C:8](=[O:22])[C@@H:9]1[CH2:13][CH:12](OS(C)(=O)=O)[CH2:11][N:10]1[C:19](=[O:21])[CH3:20])[CH3:6]>CN(C=O)C>[CH2:5]([O:7][C:8](=[O:22])[C@@H:9]1[CH2:13][CH:12]([N:1]=[N+:2]=[N-:3])[CH2:11][N:10]1[C:19](=[O:21])[CH3:20])[CH3:6] |f:0.1|. Procedure: 243 g of sodium azide was added to a solution of 802 g of N-acetyl-4-mesyloxy-L-proline ethyl ester and 2.4 L of DMF, and the mixture was reacted at an inner temperature of 70° C. for 7 hours. The reaction solution was cooled, poured into ice water (4.8 L), and extracted with chloroform (3.2 L). The organic layer was dried over magnesium sulfate, and concentrated under reduced pressure to obtain 644 g of N-acetyl-4-azido-L-proline ethyl ester as an oil. Starting materials: BrCCBr, O=C([O-])[O-], [K+], [K+], CN(C)C=O, O, COc1cc(C=O)cc(-c2ccccc2)c1O. The product is COc1cc(C=O)cc(-c2ccccc2)c1OCCBr. As a reaction SMILES: [Br:1][CH2:2][CH2:3][Br:4].[C:22](=[O:23])([O-:24])[O-:25].[K+:26].[K+:27].[O:29]=[CH:30][N:31]([CH3:32])[CH3:33].[OH2:28].[OH:5][c:6]1[c:7]([O:20][CH3:21])[cH:8][c:9]([CH:10]=[O:11])[cH:12][c:13]1-[c:14]1[cH:15][cH:16][cH:17][cH:18][cH:19]1>>[Br:1][CH2:2][CH2:3][O:5][c:6]1[c:7]([O:20][CH3:21])[cH:8][c:9]([CH:10]=[O:11])[cH:12][c:13]1-[c:14]1[cH:15][cH:16][cH:17][cH:18][cH:19]1.